This data is from the Open Reaction Database (ORD), a public repository of structured organic reaction records. The task is: describe an organic reaction: reactants, conditions, products, and yield The reactants are Cl (HCl), C(=O)C1=CC=2SC(=CC2C2=CC=CC=C12)C(=O)OC (Methyl 5-formylnaphtho[2,1-b]thiophene-2-carboxylate), [OH-].[K+] (KOH), CO (CH3OH). Run in O (H2O). Product: C(=O)C1=CC=2SC(=CC2C2=CC=CC=C12)C(=O)O (5-formylnaphtho-[2,1-b]thiophene-2-carboxylic acid). RXN SMILES: [CH:1]([C:3]1[C:15]2[C:10](=[CH:11][CH:12]=[CH:13][CH:14]=2)[C:9]2[CH:8]=[C:7]([C:16]([O:18]C)=[O:17])[S:6][C:5]=2[CH:4]=1)=[O:2].[OH-].[K+].CO.Cl>O>[CH:1]([C:3]1[C:15]2[C:10](=[CH:11][CH:12]=[CH:13][CH:14]=2)[C:9]2[CH:8]=[C:7]([C:16]([OH:18])=[O:17])[S:6][C:5]=2[CH:4]=1)=[O:2] |f:1.2|. Procedure: To a RB flask equipped with magnetic stirring bar, condenser and N2 inlet line with bubbler was added methyl 5-formylnaphtho-[2,1-b]thiophene-2-carboxylate (7A, 9.75 g, 36 mmol), KOH (85%, Mallinckrodt Co., St. Louis, Mo. 63147, 18.0 g, 320 mmol), CH3OH (40 mL) and H2O (80 mL). The mixture was refluxed for 1.5 h, cooled and neutralized with 3 N HCl (500 mL). A yellow solid formed which was filtered and washed with H2O (3×300 mL) and dried in a vacuum oven overnight to give crude 5-formylnaphtho-... The reactants are Cc1ccc(Br)nc1, [C-]#N, [C-]#N, CN(C)C=O, CCOC(C)=O, Cl[Pd]Cl, ClCCl, [Zn+2], [Zn]. Yields the product Cc1ccc(C#N)nc1. RXN SMILES: [Br:1][c:2]1[n:3][cH:4][c:5]([CH3:8])[cH:6][cH:7]1.[C-:23]#[N:24].[C-:26]#[N:27].[CH3:12][N:13]([CH3:14])[CH:15]=[O:16].[CH3:17][CH2:18][O:19][C:20](=[O:21])[CH3:22].[Cl:29][Pd:30][Cl:31].[Cl:9][CH2:10][Cl:11].[Zn+2:25].[Zn:28]>>[c:2]1([C:12]#[N:13])[n:3][cH:4][c:5]([CH3:8])[cH:6][cH:7]1. Starting materials: [Si](C)(C)(C(C)(C)C)O[C@H]1C[C@@H](CC2=CC[C@H]3[C@@H]4CC[C@]5([C@H](C)O5)[C@]4(CC[C@@H]3[C@@]12C)C)O[Si](C)(C)C(C)(C)C ((1S,3R,17R,20S)-1,3-bis(tert-butyldimethylsilyloxy)-17,20-epoxypregna-5-ene), N(=NC(C#N)(C)C)C(C#N)(C)C (2,2′-azobis(isobutyronitrile)), CC1=CC(=NC(=C1)C)C (γ-collidine). Solvent: CCCCCCC (n-heptane). Yields the product [Si](C)(C)(C(C)(C)C)O[C@H]1C[C@@H](CC2=CC=C3[C@@H]4CC=C([C@H](C)O)[C@]4(CC[C@@H]3[C@@]12C)C)O[Si](C)(C)C(C)(C)C ((1S,3R,20S)-1,3-bis(tert-butyldimethylsilyloxy)-20-hydroxypregna-5,7,16-triene). The yield is 37.7%. Reaction SMILES: [Si:1]([O:8][C@@H:9]1[C@@:28]2([CH3:29])[C:13](=[CH:14][CH2:15][C@@H:16]3[C@@H:27]2[CH2:26][CH2:25][C@@:24]2([CH3:30])[C@H:17]3[CH2:18][CH2:19][C@:20]32[O:23][C@H:21]3[CH3:22])[CH2:12][C@@H:11]([O:31][Si:32]([C:35]([CH3:38])([CH3:37])[CH3:36])([CH3:34])[CH3:33])[CH2:10]1)([C:4]([CH3:7])([CH3:6])[CH3:5])([CH3:3])[CH3:2].N(C(C)(C)C#N)=NC(C)(C)C#N.CC1C=C(C)N=C(C)C=1>CCCCCCC>[Si:1]([O:8][C@@H:9]1[C@@:28]2([CH3:29])[C:13](=[CH:14][CH:15]=[C:16]3[C@@H:27]2[CH2:26][CH2:25][C@@:24]2([CH3:30])[C@H:17]3[CH2:18][CH:19]=[C:20]2[C@@H:21]([OH:23])[CH3:22])[CH2:12][C@@H:11]([O:31][Si:32]([C:35]([CH3:36])([CH3:38])[CH3:37])([CH3:33])[CH3:34])[CH2:10]1)([C:4]([CH3:7])([CH3:6])[CH3:5])([CH3:3])[CH3:2]. Reported procedure: To (1S,3R,17R,20S)-1,3-bis(tert-butyldimethylsilyloxy)-17,20-epoxypregna-5-ene (100 g) obtained in Example 1, 2,2′-azobis(isobutyronitrile) (7.98 g) and γ-collidine (82.4 mL) were added, and the resulting mixture was stirred in n-heptane (1000 mL) at 75° C. for 15 minutes. After cooling the mixture to room temperature, a precipitate was removed by filtration, and the filtrate which was a solution in n-heptane was concentrated under reduced pressure. To the obtained concentrated residue containin... The product is COc1cc2c(c3c1OC(C)(C)C3)C(c1cccc(N3CCCS3(=O)=O)c1)=NC(C)(C)C2. Reaction SMILES: [CH3:47][c:48]1[cH:49][cH:50][cH:51][cH:52][cH:53]1.[Cl:12][CH2:13][CH2:14][CH2:15][S:16](=[O:17])(=[O:18])[NH:19][c:20]1[cH:21][c:22]([C:26]2=[N:27][C:28]([CH3:43])([CH3:44])[CH2:29][c:30]3[cH:31][c:32]([O:41][CH3:42])[c:33]4[c:34]([c:35]32)[CH2:36][C:37]([CH3:39])([CH3:40])[O:38]4)[cH:23][cH:24][cH:25]1.[ClH:46].[N:1]12[CH2:2][CH2:3][CH2:4][N:5]=[C:6]1[CH2:7][CH2:8][CH2:9][CH2:10][CH2:11]2.[OH2:45]>>[CH2:13]1[CH2:14][CH2:15][S:16](=[O:17])(=[O:18])[N:19]1[c:20]1[cH:21][c:22]([C:26]2=[N:27][C:28]([CH3:43])([CH3:44])[CH2:29][c:30]3[cH:31][c:32]([O:41][CH3:42])[c:33]4[c:34]([c:35]32)[CH2:36][C:37]([CH3:39])([CH3:40])[O:38]4)[cH:23][cH:24][cH:25]1. Reactants: Cc1ccccc1, COc1cc2c(c3c1OC(C)(C)C3)C(c1cccc(NS(=O)(=O)CCCCl)c1)=NC(C)(C)C2, Cl, C1CCC2=NCCCN2CC1, O. The reactants are CC=1N=CSC1C (4,5-dimethylthiazole), BrCC#N (bromoacetonitrile). Run at temperature 95 celsius, time 1 hour. Product: [Br-].C(#N)C[N+]1=CSC(=C1C)C (3-(cyanomethyl)-4,5-dimethylthiazolium bromide). As a reaction SMILES: [CH3:1][C:2]1[N:3]=[CH:4][S:5][C:6]=1[CH3:7].[Br:8][CH2:9][C:10]#[N:11]>>[Br-:8].[C:10]([CH2:9][N+:3]1[C:2]([CH3:1])=[C:6]([CH3:7])[S:5][CH:4]=1)#[N:11] |f:2.3|. Procedure: A mixture of 4,5-dimethylthiazole and bromoacetonitrile were heated with stirring at 95° C. for 1 hour. The product precipitated from the mixture within 30 minutes. After cooling to room temperature, the product a solution of 30% v/v of diethyl ether: CH3CN (10 mL) was added with stirring. The crude product was recovered by filtration, and recrystallized from a mixture of EtOH and CH3CN to yield 2.136 g of 3-(cyanomethyl)-4,5-dimethylthiazolium bromide as needles: mp 184–186° C. (dec.).